Dataset: the Open Reaction Database (ORD), a public repository of structured organic reaction records. Task: describe an organic reaction: reactants, conditions, products, and yield RXN SMILES: [CH3:18][C:19]([CH3:20])=[O:21].[CH3:1][O:2][c:3]1[c:4]([CH:9]2[CH:10]([CH2:15][CH:16]=[O:17])[CH2:11][CH2:12][CH2:13][CH2:14]2)[cH:5][cH:6][cH:7][cH:8]1>>[CH3:1][O:2][c:3]1[c:4]([CH:9]2[CH:10]([CH2:15][C:16](=[O:17])[OH:21])[CH2:11][CH2:12][CH2:13][CH2:14]2)[cH:5][cH:6][cH:7][cH:8]1. Starting materials: CC(C)=O, COc1ccccc1C1CCCCC1CC=O. Yields the product COc1ccccc1C1CCCCC1CC(=O)O. Reactants: BrC1=C(C(=NS1)C(F)(F)F)CO ([5-bromo-3-(trifluoromethyl)-1,2-thiazol-4-yl]methanol), CC1=C(C=CC(=C1)C)B(O)O ((2,4-dimethylphenyl)boronic acid), [O-]P(=O)([O-])[O-].[K+].[K+].[K+] (K3PO4). The reagents and catalysts are C=1C=CC(=CC1)[P](C=2C=CC=CC2)(C=3C=CC=CC3)[Pd]([P](C=4C=CC=CC4)(C=5C=CC=CC5)C=6C=CC=CC6)([P](C=7C=CC=CC7)(C=8C=CC=CC8)C=9C=CC=CC9)[P](C=1C=CC=CC1)(C=1C=CC=CC1)C=1C=CC=CC1 (Pd(PPh3)4). The solvent is O1CCOCC1 (dioxane). Conditions: temperature 90 celsius, time 3 hour. Product: CC1=C(C=CC(=C1)C)C1=C(C(=NS1)C(F)(F)F)CO ([5-(2,4-dimethylphenyl)-3-(trifluoromethyl)-1,2-thiazol-4-yl]methanol). As a reaction SMILES: Br[C:2]1[S:6][N:5]=[C:4]([C:7]([F:10])([F:9])[F:8])[C:3]=1[CH2:11][OH:12].[CH3:13][C:14]1[CH:19]=[C:18]([CH3:20])[CH:17]=[CH:16][C:15]=1B(O)O.[O-]P([O-])([O-])=O.[K+].[K+].[K+]>C1C=CC([P]([Pd]([P](C2C=CC=CC=2)(C2C=CC=CC=2)C2C=CC=CC=2)([P](C2C=CC=CC=2)(C2C=CC=CC=2)C2C=CC=CC=2)[P](C2C=CC=CC=2)(C2C=CC=CC=2)C2C=CC=CC=2)(C2C=CC=CC=2)C2C=CC=CC=2)=CC=1.O1CCOCC1>[CH3:13][C:14]1[CH:19]=[C:18]([CH3:20])[CH:17]=[CH:16][C:15]=1[C:2]1[S:6][N:5]=[C:4]([C:7]([F:10])([F:9])[F:8])[C:3]=1[CH2:11][OH:12] |f:2.3.4.5,^1:35,37,56,75|. Procedure: Into a 50-mL round-bottom flask purged and maintained with an inert atmosphere of nitrogen, was placed [5-bromo-3-(trifluoromethyl)-1,2-thiazol-4-yl]methanol (100 mg, 0.38 mmol, 1.00 equiv), dioxane (3 mL), (2,4-dimethylphenyl)boronic acid (113 mg, 0.75 mmol, 1.97 equiv), Pd(PPh3)4 (44 mg, 0.04 mmol, 0.10 equiv), K3PO4 (402 mg, 1.89 mmol, 4.96 equiv). The resulting solution was stirred for 3 h at 90° C. in an oil bath. The solvent was removed and the residue was applied onto a TLC plate with eth... Reactants: O=C([O-])[O-], COc1ccc(-c2cccc(C(=O)N3CCN(c4ccc(O)cc4)CC3)n2)cc1OC, [O-][n+]1ccc(CCl)cc1, [Cs+], [Cs+], CN(C)C=O, O. The product is COc1ccc(-c2cccc(C(=O)N3CCN(c4ccc(OCc5cc[n+]([O-])cc5)cc4)CC3)n2)cc1OC. As a reaction SMILES: [C:46](=[O:47])([O-:48])[O-:49].[CH3:6][O:7][c:8]1[cH:9][c:10](-[c:16]2[cH:17][cH:18][cH:19][c:20]([C:22](=[O:23])[N:24]3[CH2:25][CH2:26][N:27]([c:30]4[cH:31][cH:32][c:33]([OH:36])[cH:34][cH:35]4)[CH2:28][CH2:29]3)[n:21]2)[cH:11][cH:12][c:13]1[O:14][CH3:15].[Cl:37][CH2:38][c:39]1[cH:40][cH:41][n+:42]([O-:45])[cH:43][cH:44]1.[Cs+:50].[Cs+:51].[O:1]=[CH:2][N:3]([CH3:4])[CH3:5].[OH2:52]>>[CH3:6][O:7][c:8]1[cH:9][c:10](-[c:16]2[cH:17][cH:18][cH:19][c:20]([C:22](=[O:23])[N:24]3[CH2:25][CH2:26][N:27]([c:30]4[cH:31][cH:32][c:33]([O:36][CH2:38][c:39]5[cH:40][cH:41][n+:42]([O-:45])[cH:43][cH:44]5)[cH:34][cH:35]4)[CH2:28][CH2:29]3)[n:21]2)[cH:11][cH:12][c:13]1[O:14][CH3:15]. Reactants: O=Cc1cc(-c2cccnc2F)c(Br)s1, O=C([O-])[O-], CN(C)C=O, [K+], [K+], O, Sc1ccccn1. Product: O=Cc1cc(-c2cccnc2F)c(Sc2ccccn2)s1. Reaction SMILES: [Br:1][c:2]1[c:3](-[c:9]2[c:10]([F:15])[n:11][cH:12][cH:13][cH:14]2)[cH:4][c:5]([CH:7]=[O:8])[s:6]1.[C:16](=[O:17])([O-:18])[O-:19].[CH3:30][N:31]([CH3:32])[CH:33]=[O:34].[K+:20].[K+:21].[OH2:29].[SH:22][c:23]1[n:24][cH:25][cH:26][cH:27][cH:28]1>>[c:2]1([S:22][c:23]2[n:24][cH:25][cH:26][cH:27][cH:28]2)[c:3](-[c:9]2[c:10]([F:15])[n:11][cH:12][cH:13][cH:14]2)[cH:4][c:5]([CH:7]=[O:8])[s:6]1. The reactants are OC1(CCC2=C(N(C(=C21)C)C)C)C (4-hydroxy-1,2,3,4-tetramethyl-2,4,5,6-tetrahydrocyclopenta[c]pyrrole), [C-]#N.[K+] (potassium cyanide), C(C)(=O)[O-].[K+] (potassium acetate), [H][H] (hydrogen), polyphosphoric acid, 3-(1,2,5-trimethyl-3-pyrrole)propionitrile, 3-(1,2,5-trimethyl-3-pyrrole)propionic acid, O=C1CCC2=C(N(C(=C21)C)C)C (4-oxo-1,2,3-trimethyl-2,4,5,6-tetrahydrocyclopenta[c]pyrrole), C[Mg]Br (methyl magnesium bromide). Reagents/catalysts: [Pd] (palladium-on-charcoal). The solvent is C(C)(=O)O (acetic acid). Yields the product CC=1N(C(=C2C1CCC2(C#N)C)C)C (1,2,3,4-tetramethyl-2,4,5,6-tetrahydrocyclopenta[c]pyrrole-4-carbonitrile). Reaction SMILES: [H][H].O=C1C2C(=[C:8](C)[N:9](C)C=2C)CC1.C[Mg]Br.O[C:19]1([CH3:30])[C:26]2[C:22](=[C:23]([CH3:29])[N:24]([CH3:28])[C:25]=2[CH3:27])[CH2:21][CH2:20]1.[C-]#N.[K+].C([O-])(=O)C.[K+]>[Pd].C(O)(=O)C>[CH3:29][C:23]1[N:24]([CH3:28])[C:25]([CH3:27])=[C:26]2[C:19]([CH3:30])([C:8]#[N:9])[CH2:20][CH2:21][C:22]=12 |f:4.5,6.7|. Reported procedure: Reduction of the latter with hydrogen over a palladium-on-charcoal catalyst; alkaline saponification of the resulting 3-(1,2,5-trimethyl-3-pyrrole)propionitrile; cyclization of the resulting 3-(1,2,5-trimethyl-3-pyrrole)propionic acid with polyphosphoric acid; reaction of the resulting 4-oxo-1,2,3-trimethyl-2,4,5,6-tetrahydrocyclopenta[c]pyrrole with methyl magnesium bromide; and reaction of the resulting 4-hydroxy-1,2,3,4-tetramethyl-2,4,5,6-tetrahydrocyclopenta[c]pyrrole with potassium cyanide...